Dataset: the Open Reaction Database (ORD), a public repository of structured organic reaction records. Task: describe an organic reaction: reactants, conditions, products, and yield Reactants: N[C@H]1C2=C(C3=C(N(C1=O)CC1CC1)C=CC=C3)C=CC=C2 ((S)-7-amino-5-cyclopropylmethyl-5H,7H-dibenzo[b,d]azepin-6-one), FC(CCNC(CC(=O)O)=O)(C(F)(F)F)F (N-(3,3,4,4,4-pentafluoro-butyl)-malonamic acid). The product is C1(CC1)CN1C2=C(C3=C([C@@H](C1=O)NC(CC(=O)NCCC(C(F)(F)F)(F)F)=O)C=CC=C3)C=CC=C2 (N-((S)-5-cyclopropylmethyl-6-oxo-6,7-dihydro-5H-dibenzo[b,d]azepin-7-yl)-N′-(3,3,4,4,4-pentafluoro-butyl)-malonamide). Reaction SMILES: [NH2:1][C@@H:2]1[C:8](=[O:9])[N:7]([CH2:10][CH:11]2[CH2:13][CH2:12]2)[C:6]2[CH:14]=[CH:15][CH:16]=[CH:17][C:5]=2[C:4]2[CH:18]=[CH:19][CH:20]=[CH:21][C:3]1=2.[F:22][C:23]([F:37])([C:33]([F:36])([F:35])[F:34])[CH2:24][CH2:25][NH:26][C:27](=[O:32])[CH2:28][C:29](O)=[O:30]>>[CH:11]1([CH2:10][N:7]2[C:8](=[O:9])[C@@H:2]([NH:1][C:29](=[O:30])[CH2:28][C:27]([NH:26][CH2:25][CH2:24][C:23]([F:22])([F:37])[C:33]([F:36])([F:34])[F:35])=[O:32])[C:3]3[CH:21]=[CH:20][CH:19]=[CH:18][C:4]=3[C:5]3[CH:17]=[CH:16][CH:15]=[CH:14][C:6]2=3)[CH2:13][CH2:12]1. Reported procedure: (S)-7-amino-5-cyclopropylmethyl-5H,7H-dibenzo[b,d]azepin-6-one was coupled with N-(3,3,4,4,4-pentafluoro-butyl)-malonamic acid in analogy to the description in example 73 to yield N-((S)-5-cyclopropylmethyl-6-oxo-6,7-dihydro-5H-dibenzo[b,d]azepin-7-yl)-N′-(3,3,4,4,4-pentafluoro-butyl)-malonamide as white solid. Starting materials: CC1CCCN1, N#C[K], O=C1CCCC1, O. Yields the product CC1CCCN1C1(C#N)CCCC1. As a reaction SMILES: [CH3:7][CH:8]1[NH:9][CH2:10][CH2:11][CH2:12]1.[K:13][C:14]#[N:15].[O:1]=[C:2]1[CH2:3][CH2:4][CH2:5][CH2:6]1.[OH2:16]>>[C:2]1([N:9]2[CH:8]([CH3:7])[CH2:12][CH2:11][CH2:10]2)([C:14]#[N:15])[CH2:3][CH2:4][CH2:5][CH2:6]1.